From a dataset of the Open Reaction Database (ORD), a public repository of structured organic reaction records. describe an organic reaction: reactants, conditions, products, and yield Reactants: Cl.C(C1=CC=CC=C1)ON (O-Benzylhydroxylamine hydrochloride), ClC1=C(C=NC2=CC=CC=C12)NC(C1=CC=CC=C1)=O (N-(4-chloroquinolin-3-yl)benzamide), C(C)(C)O (isopropanol). Product: C(C1=CC=CC=C1)ON1C(=NC=2C=NC=3C=CC=CC3C21)C2=CC=CC=C2 (1-(benzyloxy)-2-phenyl-1H-imidazo[4,5-c]quinoline). Reaction conditions: temperature 80 celsius. The solvent is C(Cl)(Cl)Cl (chloroform). As a reaction SMILES: Cl.[CH2:2]([O:9][NH2:10])[C:3]1[CH:8]=[CH:7][CH:6]=[CH:5][CH:4]=1.Cl[C:12]1[C:21]2[C:16](=[CH:17][CH:18]=[CH:19][CH:20]=2)[N:15]=[CH:14][C:13]=1[NH:22][C:23](=O)[C:24]1[CH:29]=[CH:28][CH:27]=[CH:26][CH:25]=1.C(O)(C)C>C(Cl)(Cl)Cl>[CH2:2]([O:9][N:10]1[C:12]2[C:21]3[CH:20]=[CH:19][CH:18]=[CH:17][C:16]=3[N:15]=[CH:14][C:13]=2[N:22]=[C:23]1[C:24]1[CH:29]=[CH:28][CH:27]=[CH:26][CH:25]=1)[C:3]1[CH:8]=[CH:7][CH:6]=[CH:5][CH:4]=1 |f:0.1|. Yield: 12.8%. Procedure details: O-Benzylhydroxylamine hydrochloride (10.2 g, 63.7 mmol), N-(4-chloroquinolin-3-yl)benzamide (6.00 g, 21.2 mmol), and isopropanol (200 mL) were combined and heated at 80° C. After 18 hours the reaction mixture was concentrated under reduced pressure. The residue was dissolved in dichloromethane, and the solution was washed sequentially with saturated aqueous potassium carbonate and water and then concentrated under reduced pressure. This material was purified by column chromatography (320 g of si... The reactants are [H-].[Li+] (lithium hydride), CC(CCC(=O)O)(C)C1=CC=C(CC1)C (4-methyl-4(4-methyl-1,3-cyclohexadien-1-yl)pentanoic acid), C(OC)COC (dimethoxyethane), C(=C)[Li] (vinyl lithium), C1CCOC1 (THF). Reaction conditions: temperature 5 celsius, time 5 minute. The product is CC12CC3C(CCC(C3(C=C1)CC2)(C)C)=O (1,7,7-trimethyltricyclo[6.2.2.03,8 ]dodec-9-en-4-one). The yield is 40.0%. RXN SMILES: [H-].[Li+].[CH3:3][C:4]([C:11]1[CH2:16][CH2:15][C:14]([CH3:17])=[CH:13][CH:12]=1)([CH3:10])[CH2:5][CH2:6]C(O)=O.[CH:18]([Li])=C.C1COCC1.[CH2:26]([CH2:29][O:30]C)OC>>[CH3:18][C:14]12[CH2:13][CH2:12][C:11]3([CH:16]=[CH:15]1)[CH:26]([C:29](=[O:30])[CH2:6][CH2:5][C:4]3([CH3:3])[CH3:10])[CH2:17]2 |f:0.1|. Procedure details: A mixture of freshly distilled dimethoxyethane (250 ml), lithium hydride (880 mg, 110 mmol) and 4-methyl-4(4-methyl-1,3-cyclohexadien-1-yl)pentanoic acid was refluxed under Argon for 2.5 hours. The mixture was then cooled to 5° C and vinyl lithium in THF (111 g, 130 ml, 208 mmol) was added over a ten minute period. After stirring for an additional 5 minutes, the mixture was quenched by siphoning into a vigorously stirring solution of 28 ml of conc. HCl in 400 ml ice water. The aqueous layer was ...